From a dataset of the Open Reaction Database (ORD), a public repository of structured organic reaction records. describe an organic reaction: reactants, conditions, products, and yield Reactants: ClC=1C=C(C=CC1)N1N=C(C=C1C1=CC(=CC(=C1)C(F)(F)F)F)C(=O)O (1-(3-Chlorophenyl)-5-[3-fluoro-5-(trifluoromethyl)phenyl]-1H-pyrazole-3-carboxylic acid), ClC=1C=C(C=CC1)N1N=C(C=C1C1=CC(=CC=C1)OCCO)C(=O)N1CNC(C1)=O (1-({1-(3-Chlorophenyl)-5-[3-(2-hydroxyethoxy)phenyl]-1H-pyrazol-3-yl}carbonyl)imidazolidin-4-one). The solvent is C(=O)O (formic acid). Yields the product ClC=1C=C(C=CC1)N1N=C(C=C1C1=CC(=CC(=C1)C(F)(F)F)F)C(=O)N1CNC(C1)=O (1-({1-(3-Chlorophenyl)-5-[3-fluoro-5-(trifluoromethyl)phenyl]-1H-pyrazol-3-yl}carbonyl)imidazolidin-4-one). Reaction SMILES: [Cl:1][C:2]1[CH:3]=[C:4]([N:8]2[C:12]([C:13]3[CH:18]=[C:17]([C:19]([F:22])([F:21])[F:20])[CH:16]=[C:15]([F:23])[CH:14]=3)=[CH:11][C:10]([C:24](O)=[O:25])=[N:9]2)[CH:5]=[CH:6][CH:7]=1.ClC1C=C(N2C(C3C=CC=C(OCCO)C=3)=CC(C([N:51]3[CH2:55][C:54](=[O:56])[NH:53][CH2:52]3)=O)=N2)C=CC=1>C(O)=O>[Cl:1][C:2]1[CH:3]=[C:4]([N:8]2[C:12]([C:13]3[CH:18]=[C:17]([C:19]([F:20])([F:21])[F:22])[CH:16]=[C:15]([F:23])[CH:14]=3)=[CH:11][C:10]([C:24]([N:51]3[CH2:55][C:54](=[O:56])[NH:53][CH2:52]3)=[O:25])=[N:9]2)[CH:5]=[CH:6][CH:7]=1. Reported procedure: The preparation of the title compound takes place starting from the compound of Example 97A in analogy to the synthesis of the compound of Example 23 with the addition of 0.1% formic acid in the preparative HPLC. 60 mg (51% of theory) of the title compound are obtained. Reactants: N (ammonia), N (ammonia), ice, FC=1C=C(C(=O)NNC(=S)N)C=CC1[N+](=O)[O-] (1-(3-Fluoro-4-nitrobenzoyl)thiosemicarbazide). The solvent is S(O)(O)(=O)=O (sulfuric acid). Reaction conditions: time 3 hour. Product: FC=1C=C(C=CC1[N+](=O)[O-])C1=NN=C(S1)N (5-(3-Fluoro-4-nitrophenyl)-1,3,4-thiadiazol-2-amine). As a reaction SMILES: [F:1][C:2]1[CH:3]=[C:4]([CH:12]=[CH:13][C:14]=1[N+:15]([O-:17])=[O:16])[C:5]([NH:7][NH:8][C:9]([NH2:11])=[S:10])=O.N>S(=O)(=O)(O)O>[F:1][C:2]1[CH:3]=[C:4]([C:5]2[S:10][C:9]([NH2:11])=[N:8][N:7]=2)[CH:12]=[CH:13][C:14]=1[N+:15]([O-:17])=[O:16]. Procedure: 1-(3-Fluoro-4-nitrobenzoyl)thiosemicarbazide (6.6 g, 26 mmol) was dissolved in 30 mL concentrated sulfuric acid and stirred at room temperature for 3 hours. The reaction mixture was poured into a mixture of 40 mL 33% aqueous ammonia and 200 mL ice with stirring. The resulting solution was adjusted to pH 8 with an additional amount of the ammonia solution. An orange solid formed during the process. The product was obtained as a yellow solid after filtering, washing with water, and drying in a vac... Starting materials: NC=1C(=C(C=CC1)C1=C(N=C(C=2NC3=CC(=CC=C3C21)Br)C(=O)N)C)C (4-(3-amino-2-methylphenyl)-7-bromo-3-methyl-9H-pyrido[3,4-b]indole-1-carboxamide), N1C(OC(C2=C1C=CC=C2)=O)=O (1H-benzo[d][1,3]oxazine-2,4-dione), [N+](=O)([O-])O[La](O[N+](=O)[O-])O[N+](=O)[O-] (tris(nitrooxy)lanthanum), COC(OC)OC (trimethoxymethane). Run in O1CCCC1 (tetrahydrofuran), C(C)(=O)OCC (ethyl acetate). Conditions: temperature 90 celsius, time 8 hour. The product is BrC1=CC=C2C3=C(NC2=C1)C(=NC(=C3C3=C(C(=CC=C3)N3C=NC1=CC=CC=C1C3=O)C)C)C(=O)N (7-bromo-3-methyl-4-(2-methyl-3-(4-oxoquinazolin-3(4H)-yl)phenyl)-9H-pyrido[3,4-b]indole-1-carboxamide). The yield is 182.5%. RXN SMILES: [NH2:1][C:2]1[C:3]([CH3:26])=[C:4]([C:8]2[C:20]3[C:19]4[C:14](=[CH:15][C:16]([Br:21])=[CH:17][CH:18]=4)[NH:13][C:12]=3[C:11]([C:22]([NH2:24])=[O:23])=[N:10][C:9]=2[CH3:25])[CH:5]=[CH:6][CH:7]=1.[NH:27]1[C:32]2[CH:33]=[CH:34][CH:35]=[CH:36][C:31]=2[C:30](=O)[O:29][C:28]1=O.[N+](O[La](O[N+]([O-])=O)O[N+]([O-])=O)([O-])=O.COC(OC)OC>O1CCCC1.C(OCC)(=O)C>[Br:21][C:16]1[CH:15]=[C:14]2[C:19]([C:20]3[C:8]([C:4]4[CH:5]=[CH:6][CH:7]=[C:2]([N:1]5[C:30](=[O:29])[C:31]6[C:32](=[CH:33][CH:34]=[CH:35][CH:36]=6)[N:27]=[CH:28]5)[C:3]=4[CH3:26])=[C:9]([CH3:25])[N:10]=[C:11]([C:22]([NH2:24])=[O:23])[C:12]=3[NH:13]2)=[CH:18][CH:17]=1. Reported procedure: A mixture of 4-(3-amino-2-methylphenyl)-7-bromo-3-methyl-9H-pyrido[3,4-b]indole-1-carboxamide (0.042 g, 0.103 mmol), 1H-benzo[d][1,3]oxazine-2,4-dione (0.042 g, 0.257 mmol), tris(nitrooxy)lanthanum, 6H2O (0.013 g, 0.031 mmol), and trimethoxymethane (0.337 mL, 3.08 mmol) in tetrahydrofuran (0.5 mL) in a sealed vial was heated at 90° C. for 12 h. The reaction mixture was then stirred overnight at room temperature. This reaction was repeated two additional times. The combined reaction mixtures were... Reactants: solid, C(C)(C)(C)OC(=O)N1C([C@H]2[C@@H](N(C=3C(=CC=CC23)C(F)(F)F)C)CC1)Br ((4aS,9bR)-bromo-5-methyl-6-trifluoromethyl-1,3,4,4a,5,9b-hexahydro-pyrido[4,3-b]indole-2-carboxylic acid tert-butyl ester), CC1=C(N)C(=CC=C1)C (2,6-dimethylaniline). Product: CC1=C(C(=CC=C1)C)NC1=CC=2[C@H]3[C@@H](N(C2C(=C1)C(F)(F)F)C)CCNC3 ((4aS,9bR)-(2,6-dimethylphenyl)-(5-methyl-6-trifluoromethyl-2,3,4,4a,5,9b-hexahydro-1H-pyrido[4,3-b]indol-8-yl)-amine). As a reaction SMILES: C(OC([N:8]1[CH2:25][CH2:24][C@@H:11]2[N:12]([CH3:23])[C:13]3[C:14]([C:19]([F:22])([F:21])[F:20])=[CH:15][CH:16]=[CH:17][C:18]=3[C@H:10]2[CH:9]1Br)=O)(C)(C)C.[CH3:27][C:28]1[CH:34]=[CH:33][CH:32]=[C:31]([CH3:35])[C:29]=1[NH2:30]>>[CH3:27][C:28]1[CH:34]=[CH:33][CH:32]=[C:31]([CH3:35])[C:29]=1[NH:30][C:16]1[CH:15]=[C:14]([C:19]([F:21])([F:22])[F:20])[C:13]2[N:12]([CH3:23])[C@H:11]3[CH2:24][CH2:25][NH:8][CH2:9][C@H:10]3[C:18]=2[CH:17]=1. Procedure details: The title compound was prepared by following the general coupling procedure as a yellow solid (18 mg, 50%) from (4aS,9bR)-bromo-5-methyl-6-trifluoromethyl-1,3,4,4a,5,9b-hexahydro-pyrido[4,3-b]indole-2-carboxylic acid tert-butyl ester (Example 45, 41 mg, 0.095 mmol) and 2,6-dimethylaniline (39 mg, 0.30 mmol). 1H NMR (CDCl3, 300 MHz) δ (ppm) 1.87–1.98 (m, 2H), 2.20 (s, 6H), 2.30–2.70 (m, 3H), 2.78–3.20 (m, 6H), 3.33–3.45 (m, 1H), 5.07 (s, 1H), 6.46 (d, J=2.2 Hz, 1H), 6.59 (d, J=2.2 Hz, 1H), 7.00–7... Starting materials: BrC1=CC(=CC=2NC(=NC21)C)Cl (4-bromo-6-chloro-2-methyl-1H-benzo[d]imidazole), CC=1C=CC(=CC1)S(=O)(=O)O.O (p-TsOH.H2O), O1CCCC=C1 (3,4-dihydro-2H-pyran). The solvent is C1CCOC1 (THF). Run at temperature 75 celsius, time 4 hour. The product is BrC1=CC(=CC=2N(C(=NC21)C)C2OCCCC2)Cl (4-bromo-6-chloro-2-methyl-1-(tetrahydro-2H-pyran-2-yl)-1H-benzo[d]imidazole). The yield is 68.1%. Reaction SMILES: [Br:1][C:2]1[C:10]2[N:9]=[C:8]([CH3:11])[NH:7][C:6]=2[CH:5]=[C:4]([Cl:12])[CH:3]=1.CC1C=CC(S(O)(=O)=O)=CC=1.O.[O:25]1[CH:30]=[CH:29][CH2:28][CH2:27][CH2:26]1>C1COCC1>[Br:1][C:2]1[C:10]2[N:9]=[C:8]([CH3:11])[N:7]([CH:26]3[CH2:27][CH2:28][CH2:29][CH2:30][O:25]3)[C:6]=2[CH:5]=[C:4]([Cl:12])[CH:3]=1 |f:1.2|. Procedure details: A mixture of 4-bromo-6-chloro-2-methyl-1H-benzo[d]imidazole (3.5 g, 14.26 mmol), p-TsOH.H2O (272 mg, 1.43 mmol), and 3,4-dihydro-2H-pyran (5.9 g, 71.30 mmol) in THF (20 mL) was stirred at 75° C. for 4 h. The reaction mixture was concentrated in vacuo and water was added. The mixture was extracted with EtOAc and the combined extracts dried (MgSO4), filtered, and concentrated in vacuo. The residue was purified by SiO2 chromatography eluting with a DCM:MeOH gradient (0 to 9% MeOH) to afford 4-bromo... Reactants: CCO, CC(C)Nc1nc2cc([N+](=O)[O-])ccc2n1C, NN. The product is CC(C)Nc1nc2cc(N)ccc2n1C. RXN SMILES: [CH3:20][CH2:21][OH:22].[CH:1]([CH3:2])([CH3:3])[NH:4][c:5]1[n:6][c:7]2[c:8]([n:9]1[CH3:10])[cH:11][cH:12][c:13]([N+:15]([O-:16])=[O:17])[cH:14]2.[NH2:18][NH2:19]>>[CH:1]([CH3:2])([CH3:3])[NH:4][c:5]1[n:6][c:7]2[c:8]([n:9]1[CH3:10])[cH:11][cH:12][c:13]([NH2:15])[cH:14]2. Reactants: FC=1C=C(C=CC1)[C@@H]1N(C[C@@H](C1)OS(=O)(=O)C)C(=O)OC(C)(C)C ((2R,4R)-tert-butyl 2-(3-fluorophenyl)-4-((methylsulfonyl)oxy)pyrrolidine-1-carboxylate), [C-]#N.[K+] (potassium cyanide). Solvent: CS(=O)C (DMSO). Run at temperature 90 celsius. Yields the product C(#N)[C@H]1C[C@@H](N(C1)C(=O)OC(C)(C)C)C1=CC(=CC=C1)F ((2R,4S)-tert-butyl 4-cyano-2-(3-fluorophenyl)-pyrrolidine-1-carboxylate). RXN SMILES: [F:1][C:2]1[CH:3]=[C:4]([C@H:8]2[CH2:12][C@@H:11](OS(C)(=O)=O)[CH2:10][N:9]2[C:18]([O:20][C:21]([CH3:24])([CH3:23])[CH3:22])=[O:19])[CH:5]=[CH:6][CH:7]=1.[C-:25]#[N:26].[K+]>CS(C)=O>[C:25]([C@@H:11]1[CH2:10][N:9]([C:18]([O:20][C:21]([CH3:24])([CH3:23])[CH3:22])=[O:19])[C@@H:8]([C:4]2[CH:5]=[CH:6][CH:7]=[C:2]([F:1])[CH:3]=2)[CH2:12]1)#[N:26] |f:1.2|. Procedure details: A mixture of (2R,4R)-tert-butyl 2-(3-fluorophenyl)-4-((methylsulfonyl)oxy)pyrrolidine-1-carboxylate (I-29) (165 mg, 0.46 mmol), potassium cyanide (36 mg, 0.55 mmol) and DMSO (2 mL) was heated at 90° C. for 3 hours. After cooling, the reaction mixture was partitioned in Et2O and water. The organic layer was washed with brine, dried over MgSO4, filtered and concentrated to dryness. The residue was purified by silica gel chromatography, eluted with EtOAc/Hex (0-50% gradient) to yield (2R,4S)-tert-b...